From a dataset of the Open Reaction Database (ORD), a public repository of structured organic reaction records. describe an organic reaction: reactants, conditions, products, and yield The reactants are COc1cc2c(Oc3ccc4[nH]c(C)cc4c3)ncnc2cc1OCC1CO1, CN1CCNCC1, CN(C)C=O. The product is COc1cc2c(Oc3ccc4[nH]c(C)cc4c3)ncnc2cc1OCC(O)CN1CCN(C)CC1. As a reaction SMILES: [CH3:1][O:2][c:3]1[cH:4][c:5]2[c:6]([O:18][c:19]3[cH:20][c:21]4[cH:22][c:23]([CH3:28])[nH:24][c:25]4[cH:26][cH:27]3)[n:7][cH:8][n:9][c:10]2[cH:11][c:12]1[O:13][CH2:14][CH:15]1[O:16][CH2:17]1.[CH3:29][N:30]1[CH2:31][CH2:32][NH:33][CH2:34][CH2:35]1.[O:36]=[CH:37][N:38]([CH3:39])[CH3:40]>>[CH3:1][O:2][c:3]1[cH:4][c:5]2[c:6]([O:18][c:19]3[cH:20][c:21]4[cH:22][c:23]([CH3:28])[nH:24][c:25]4[cH:26][cH:27]3)[n:7][cH:8][n:9][c:10]2[cH:11][c:12]1[O:13][CH2:14][CH:15]([OH:16])[CH2:17][N:33]1[CH2:32][CH2:31][N:30]([CH3:29])[CH2:35][CH2:34]1.